Dataset: the Open Reaction Database (ORD), a public repository of structured organic reaction records. Task: describe an organic reaction: reactants, conditions, products, and yield Starting materials: intermediate 8, ClC1=NC=C(C=C1)B1OC(C(O1)(C)C)(C)C (2-chloro-5-(4,4,5,5-tetramethyl-1,3,2-dioxaborolan-2-yl)pyridine), CNC (dimethyl amine). Product: CN(C1=NC=C(C=C1)B1OC(C(O1)(C)C)(C)C)C (N,N-dimethyl-5-(4,4,5,5-tetramethyl-1,3,2-dioxaborolan-2-yl)pyridin-2-amine). Reaction SMILES: Cl[C:2]1[CH:7]=[CH:6][C:5]([B:8]2[O:12][C:11]([CH3:14])([CH3:13])[C:10]([CH3:16])([CH3:15])[O:9]2)=[CH:4][N:3]=1.[CH3:17][NH:18][CH3:19]>>[CH3:17][N:18]([CH3:19])[C:2]1[CH:7]=[CH:6][C:5]([B:8]2[O:12][C:11]([CH3:14])([CH3:13])[C:10]([CH3:16])([CH3:15])[O:9]2)=[CH:4][N:3]=1. Procedure details: The title compound was prepared according to the procedures of intermediate 8 except using 2-chloro-5-(4,4,5,5-tetramethyl-1,3,2-dioxaborolan-2-yl)pyridine and dimethyl amine. The reactants are [Li]CCCC (n-BuLi), CCCCCC (hexane), C1(=CC=CC=C1)C1=C(C(C=C1)=C)C1=CC=CC=C1 (diphenylfulvene), CN(C1=CC=2CC3=CC=CC=C3C2C=C1)C (2-dimethylaminofluorene), [Li]CCCC (n-BuLi), CCCCCC (hexane), [Cl-].[Cl-].[Cl-].[Cl-].[Zr+4] (zirconium tetrachloride). Run in O1CCCC1 (tetrahydrofuran), O1CCCC1 (tetrahydrofuran), O1CCCC1 (tetrahydrofuran), O1CCCC1 (tetrahydrofuran). Reaction conditions: temperature -78 celsius, time 8 hour. The product is [Cl-].[Cl-].C1(=CC=CC=C1)C(C1=CC=CC=C1)=[Zr+2](C1=C(C=CC=2C3=CC=CC=C3CC12)N(C)C)C1C=CC=C1 (diphenylmethylene(cyclopentadienyl)(2-dimethylaminofluorenyl)zirconium dichloride). RXN SMILES: [CH3:1][N:2]([CH3:16])[C:3]1[CH:15]=[CH:14][C:13]2[C:12]3[C:7](=[CH:8][CH:9]=[CH:10][CH:11]=3)[CH2:6][C:5]=2[CH:4]=1.[Li]CCCC.[C:22]1([C:28]2[CH:32]=[CH:31][C:30](=[CH2:33])[C:29]=2[C:34]2[CH:39]=[CH:38][CH:37]=[CH:36][CH:35]=2)C=CC=CC=1.[Cl-:40].[Cl-].[Cl-].[Cl-].[Zr+4:44].C[CH2:46][CH2:47][CH2:48][CH2:49][CH3:50]>O1CCCC1>[Cl-:40].[Cl-:40].[C:34]1([C:29](=[Zr+2:44]([CH:47]2[CH:48]=[CH:49][CH:50]=[CH:46]2)[C:4]2[C:5]3[CH2:6][C:7]4[C:12](=[CH:11][CH:10]=[CH:9][CH:8]=4)[C:13]=3[CH:14]=[CH:15][C:3]=2[N:2]([CH3:16])[CH3:1])[C:28]2[CH:22]=[CH:33][CH:30]=[CH:31][CH:32]=2)[CH:35]=[CH:36][CH:37]=[CH:38][CH:39]=1 |f:3.4.5.6.7,10.11.12|. Procedure details: Into a one-liter Schlenk flask were placed 4.26 g of 2-dimethylaminofluorene and 250 mL of tetrahydrofuran. The flask was cooled to -78° C. Into the flask, 11 mL of a 1.72N n-BuLi solution in hexane was gradually added dropwise. The reaction solution was spontaneously brought to room temperature, and then cooled again to -78° C. Thereto, a solution of 5.1 g of diphenylfulvene in 250 mL of tetrahydrofuran was gradually added dropwise. The mixture was stirred vigorously overnight while the tempera... Reactants: CCO, Cl, Cl, N=C(N)NN, Cc1ccnc2c1C(=O)CC(c1ccco1)C2. The product is Cl, Cc1ccnc2c1C(=NNC(=N)N)CC(c1ccco1)C2. RXN SMILES: [CH3:25][CH2:26][OH:27].[ClH:18].[ClH:24].[NH2:19][NH:20][C:21](=[NH:22])[NH2:23].[o:1]1[c:2]([CH:6]2[CH2:7][C:8](=[O:17])[c:9]3[c:10]([CH3:16])[cH:11][cH:12][n:13][c:14]3[CH2:15]2)[cH:3][cH:4][cH:5]1>>[ClH:18].[o:1]1[c:2]([CH:6]2[CH2:7][C:8](=[N:19][NH:20][C:21](=[NH:22])[NH2:23])[c:9]3[c:10]([CH3:16])[cH:11][cH:12][n:13][c:14]3[CH2:15]2)[cH:3][cH:4][cH:5]1. Starting materials: [Al+3], [Br-], CC(=O)Cl, CC(=O)c1ccccc1, Cc1ccccc1, CCCCCC1(C)CCC(c2ccccc2)CC1, [Cl-], [Cl-], [Cl-], [Mg+]c1ccccc1. The product is [Cl-], O=C(O)c1ccccc1. As a reaction SMILES: [Al+3:32].[Br-:1].[CH3:27][C:28]([Cl:29])=[O:30].[CH3:35][C:36](=[O:37])[c:38]1[cH:39][cH:40][cH:41][cH:42][cH:43]1.[CH3:44][c:45]1[cH:46][cH:47][cH:48][cH:49][cH:50]1.[CH3:9][C:10]1([CH2:11][CH2:12][CH2:13][CH2:14][CH3:15])[CH2:16][CH2:17][CH:18]([c:19]2[cH:20][cH:21][cH:22][cH:23][cH:24]2)[CH2:25][CH2:26]1.[Cl-:31].[Cl-:33].[Cl-:34].[c:2]1([Mg+:3])[cH:4][cH:5][cH:6][cH:7][cH:8]1>>[Cl-:29].[OH:30][C:36](=[O:37])[c:38]1[cH:39][cH:40][cH:41][cH:42][cH:43]1. The reactants are CC1=CC=C(C=C1)C1=CC=C(C=C1)C(C)=NOCCO (2-[1-(4'-methylbiphenyl-4-yl)ethylideneaminooxy]ethanol), N(=NC(=O)OCC)C(=O)OCC (diethyl azodicarboxylate), OC1=CC=C(CC2C(N(C(S2)=O)C(C2=CC=CC=C2)(C2=CC=CC=C2)C2=CC=CC=C2)=O)C=C1 (5-(4-hydroxybenzyl)-3-tritylthiazolidine-2,4-dione), C1(=CC=CC=C1)P(C1=CC=CC=C1)C1=CC=CC=C1 (triphenylphosphine). The product is CC1=CC=C(C=C1)C1=CC=C(C=C1)C(C)=NOCCOC1=CC=C(CC2C(N(C(S2)=O)C(C2=CC=CC=C2)(C2=CC=CC=C2)C2=CC=CC=C2)=O)C=C1 (5-(4-{2-[1-(4'-Methylbiphenyl-4-yl)ethylideneaminooxy]ethoxy}benzyl)-3-tritylthiazolidine-2,4-dione). The yield is 86.5%. RXN SMILES: [CH3:1][C:2]1[CH:7]=[CH:6][C:5]([C:8]2[CH:13]=[CH:12][C:11]([C:14](=[N:16][O:17][CH2:18][CH2:19][OH:20])[CH3:15])=[CH:10][CH:9]=2)=[CH:4][CH:3]=1.O[C:22]1[CH:54]=[CH:53][C:25]([CH2:26][CH:27]2[S:31][C:30](=[O:32])[N:29]([C:33]([C:46]3[CH:51]=[CH:50][CH:49]=[CH:48][CH:47]=3)([C:40]3[CH:45]=[CH:44][CH:43]=[CH:42][CH:41]=3)[C:34]3[CH:39]=[CH:38][CH:37]=[CH:36][CH:35]=3)[C:28]2=[O:52])=[CH:24][CH:23]=1.C1(P(C2C=CC=CC=2)C2C=CC=CC=2)C=CC=CC=1.N(C(OCC)=O)=NC(OCC)=O>>[CH3:1][C:2]1[CH:3]=[CH:4][C:5]([C:8]2[CH:13]=[CH:12][C:11]([C:14](=[N:16][O:17][CH2:18][CH2:19][O:20][C:22]3[CH:54]=[CH:53][C:25]([CH2:26][CH:27]4[S:31][C:30](=[O:32])[N:29]([C:33]([C:46]5[CH:51]=[CH:50][CH:49]=[CH:48][CH:47]=5)([C:40]5[CH:41]=[CH:42][CH:43]=[CH:44][CH:45]=5)[C:34]5[CH:39]=[CH:38][CH:37]=[CH:36][CH:35]=5)[C:28]4=[O:52])=[CH:24][CH:23]=3)[CH3:15])=[CH:10][CH:9]=2)=[CH:6][CH:7]=1. Procedure: Following a procedure similar to that described in Example 1(a), but using 539 mg of 2-[1-(4'-methylbiphenyl-4-yl)ethylideneaminooxy]ethanol (prepared as described in Preparation 26), 931 mg of 5-(4-hydroxybenzyl)-3-tritylthiazolidine-2,4-dione, 577 mg of triphenylphosphine and 366 mg of diethyl azodicarboxylate, 1.24 g of the title compound were obtained as a foam-like solid. Reactants: CC(COC)(C)C1=CC=NC=C1 (4-(1,1-dimethyl-2-methoxyethyl)pyridine). Reagents/catalysts: [Pt](=O)=O (platinum dioxide), [Pt](=O)=O (platinum dioxide). Solvent: C(C)(=O)O (acetic acid). Reaction conditions: time 41 hour. Yields the product CC(COC)(C)C1CCNCC1 (4-(1,1-dimethyl-2-methoxyethyl)piperidine). Yield: 93.6%. Reaction SMILES: [CH3:1][C:2]([C:7]1[CH:12]=[CH:11][N:10]=[CH:9][CH:8]=1)([CH3:6])[CH2:3][O:4][CH3:5]>C(O)(=O)C.[Pt](=O)=O>[CH3:6][C:2]([CH:7]1[CH2:8][CH2:9][NH:10][CH2:11][CH2:12]1)([CH3:1])[CH2:3][O:4][CH3:5]. Reported procedure: A solution of 4-(1,1-dimethyl-2-methoxyethyl)pyridine (10.0 g) in acetic acid (120 ml) was catalytically hydrogenated over platinum dioxide at 40 p.s.i. for 41 hours at from ambient temperature to 43° C. After 24 hours a further quantity of platinum dioxide was added, and a final addition was made after a further 8 hours. After a total of 41 hours the solution obtained after filtration of the catalyst was evaporated in vacuo and further evaporated after the addition of toluene to remove acetic a... The reactants are N[C@@H]1[C@@H](CCCC1)NC1=NC=C(C(=N1)NC1=CC=C(C=C1)C1=CC=NO1)C(=O)N (2-((1R,2S)-2-aminocyclohexylamino)-4-(4-(isoxazol-5-yl)phenylamino)pyrimidine-5-carboxamide), N1(C=CC=C1)C1=CC=C(N)C=C1 (4-(1H-pyrrol-1-yl)aniline). Yields the product N1(C=CC=C1)C1=CC=C(C=C1)NC1=NC(=NC=C1C(=O)N)N[C@H]1[C@H](CCCC1)N (4-(4-(1H-pyrrol-1-yl)phenylamino)-2-((1R,2S)-2-aminocyclohexylamino) pyrimidine-5-carboxamide). Reaction SMILES: [NH2:1][C@H:2]1[CH2:7][CH2:6][CH2:5][CH2:4][C@H:3]1[NH:8][C:9]1[N:14]=[C:13]([NH:15][C:16]2[CH:21]=[CH:20][C:19](C3ON=CC=3)=[CH:18][CH:17]=2)[C:12]([C:27]([NH2:29])=[O:28])=[CH:11][N:10]=1.[N:30]1(C2C=CC(N)=CC=2)[CH:34]=[CH:33][CH:32]=[CH:31]1>>[N:30]1([C:19]2[CH:18]=[CH:17][C:16]([NH:15][C:13]3[C:12]([C:27]([NH2:29])=[O:28])=[CH:11][N:10]=[C:9]([NH:8][C@@H:3]4[CH2:4][CH2:5][CH2:6][CH2:7][C@@H:2]4[NH2:1])[N:14]=3)=[CH:21][CH:20]=2)[CH:34]=[CH:33][CH:32]=[CH:31]1. Procedure details: This compound was synthesised using the synthetic scheme described for the synthesis of compound 122, and using 4-(1H-pyrrol-1-yl)aniline in step 1. MS: 392.4 (M+H). Starting materials: O (water), C(C1=CC=CC=C1)N1CCC(CC1)CNCC (1-Benzyl-4-[(N-ethylamino)methyl]piperidine), ClC1=NC=CC=C1[N+](=O)[O-] (2-chloro-3-nitropyridine), solid, C([O-])(O)=O.[K+] (potassium bicarbonate). Run in C(C)#N (acetonitrile). The product is C(C1=CC=CC=C1)N1CCC(CC1)CN(C1=NC=CC=C1[N+](=O)[O-])CC (1-Benzyl-4-[(N-ethyl-N-(3-nitro-2-pyridinyl)amino)methyl]piperidine). As a reaction SMILES: [CH2:1]([N:8]1[CH2:13][CH2:12][CH:11]([CH2:14][NH:15][CH2:16][CH3:17])[CH2:10][CH2:9]1)[C:2]1[CH:7]=[CH:6][CH:5]=[CH:4][CH:3]=1.Cl[C:19]1[C:24]([N+:25]([O-:27])=[O:26])=[CH:23][CH:22]=[CH:21][N:20]=1.C(=O)(O)[O-].[K+].O>C(#N)C>[CH2:1]([N:8]1[CH2:13][CH2:12][CH:11]([CH2:14][N:15]([CH2:16][CH3:17])[C:19]2[C:24]([N+:25]([O-:27])=[O:26])=[CH:23][CH:22]=[CH:21][N:20]=2)[CH2:10][CH2:9]1)[C:2]1[CH:7]=[CH:6][CH:5]=[CH:4][CH:3]=1 |f:2.3|. Reported procedure: 1-Benzyl-4-[(N-ethylamino)methyl]piperidine (EXAMPLE 261, 5.68 g) and 2-chloro-3-nitropyridine (3.87 g) are dissolved in 96 ml of acetonitrile and 4.05 g of solid potassium bicarbonate is added. The reaction is refluxed for 20 hr, cooled to 20°-25°, poured into water and extracted with ethyl acetate. The organic extracts are dried (sodium sulfate), and concentrated under reduced pressure. Purification by flash column chromatography (15% ethyl acetate/hexane to 80% ethyl acetate/hexane) gives the...